This data is from the Open Reaction Database (ORD), a public repository of structured organic reaction records. The task is: describe an organic reaction: reactants, conditions, products, and yield The reactants are NC1=C(C(=O)N)C(=CC(=C1)OC)OC (2-amino-4,6-dimethoxy-benzamide), C(C)(=O)N1CCC(CC1)OC1=CC=C(C=O)C=C1 (4-(1-acetyl-piperidin-4-yloxy)-benzaldehyde), OS(=O)[O-].[Na+] (NaHSO3), CC=1C=CC(=CC1)S(=O)(=O)O (p-TSA). Solvent: CN(C(C)=O)C (N,N-dimethyl acetamide). Reaction conditions: temperature 115 celsius. Product: C(C)(=O)N1CCC(CC1)OC1=CC=C(C=C1)C1=NC2=CC(=CC(=C2C(N1)=O)OC)OC (2-(4-(1-Acetylpiperidin-4-yloxy)phenyl)-5,7-dimethoxyquinazolin-4(3H)-one). Reaction SMILES: [NH2:1][C:2]1[CH:10]=[C:9]([O:11][CH3:12])[CH:8]=[C:7]([O:13][CH3:14])[C:3]=1[C:4]([NH2:6])=[O:5].[C:15]([N:18]1[CH2:23][CH2:22][CH:21]([O:24][C:25]2[CH:32]=[CH:31][C:28]([CH:29]=O)=[CH:27][CH:26]=2)[CH2:20][CH2:19]1)(=[O:17])[CH3:16].OS([O-])=O.[Na+].CC1C=CC(S(O)(=O)=O)=CC=1>CN(C)C(=O)C>[C:15]([N:18]1[CH2:23][CH2:22][CH:21]([O:24][C:25]2[CH:26]=[CH:27][C:28]([C:29]3[NH:6][C:4](=[O:5])[C:3]4[C:2](=[CH:10][C:9]([O:11][CH3:12])=[CH:8][C:7]=4[O:13][CH3:14])[N:1]=3)=[CH:31][CH:32]=2)[CH2:20][CH2:19]1)(=[O:17])[CH3:16] |f:2.3|. Procedure: To a solution of 2-amino-4,6-dimethoxy-benzamide (0.20 g, 1.0 mmol) and 4-(1-acetyl-piperidin-4-yloxy)-benzaldehyde (0.25 g, 1.0 mmol) in N,N-dimethyl acetamide (5 mL), NaHSO3 (0.20 g, 1.1 mmol) and p-TSA (20 mg, 0.10 mmol) were added and the reaction mixture was heated at 115° C. for 16 hours. The reaction mixture was cooled to room temperature. N,N-dimethylacetamide was removed under reduced pressure. The residue was diluted with water and the solid was collected; the crude product was purifie... Reactants: C1CCOC1, CC(=O)C=Cc1cnc2ccccc2c1. Product: CC(O)C=Cc1cnc2ccccc2c1. Reaction SMILES: [CH2:16]1[O:17][CH2:18][CH2:19][CH2:20]1.[n:1]1[cH:2][c:3]([CH:11]=[CH:12][C:13]([CH3:14])=[O:15])[cH:4][c:5]2[cH:6][cH:7][cH:8][cH:9][c:10]12>>[n:1]1[cH:2][c:3]([CH:11]=[CH:12][CH:13]([CH3:14])[OH:15])[cH:4][c:5]2[cH:6][cH:7][cH:8][cH:9][c:10]12. The reactants are BrC1=C2CCOC(C2=CC=C1)(C)C=1NCCN1 (2-(5-Bromo-1-methylisochroman-1-yl)-4,5-dihydro-1H-imidazole), C([O-])([O-])=O.[Na+].[Na+] (sodium carbonate), C1(CC1)B(O)O (cyclopropylboronic acid), O (water). Reagents/catalysts: Cl[Pd]([P](C1=CC=CC=C1)(C2=CC=CC=C2)C3=CC=CC=C3)([P](C4=CC=CC=C4)(C5=CC=CC=C5)C6=CC=CC=C6)Cl (bis(triphenylphosphine)palladium(II) chloride). Run in C(C)#N (acetonitrile). Run at temperature 120 celsius. Yields the product C1(CC1)C1=C2CCOC(C2=CC=C1)C=1NCCN1 (2-(5-Cyclopropylisochroman-1-yl)-4,5-dihydro-1H-imidazole). RXN SMILES: Br[C:2]1[CH:11]=[CH:10][CH:9]=[C:8]2[C:3]=1[CH2:4][CH2:5][O:6][C:7]2([C:13]1[NH:14][CH2:15][CH2:16][N:17]=1)C.C(=O)([O-])[O-].[Na+].[Na+].[CH:24]1(B(O)O)[CH2:26][CH2:25]1.O>Cl[Pd](Cl)([P](C1C=CC=CC=1)(C1C=CC=CC=1)C1C=CC=CC=1)[P](C1C=CC=CC=1)(C1C=CC=CC=1)C1C=CC=CC=1.C(#N)C>[CH:24]1([C:2]2[CH:11]=[CH:10][CH:9]=[C:8]3[C:3]=2[CH2:4][CH2:5][O:6][CH:7]3[C:13]2[NH:14][CH2:15][CH2:16][N:17]=2)[CH2:26][CH2:25]1 |f:1.2.3,^1:33,52|. Procedure: The mixture of 2-(5-bromo-1-methylisochroman-1-yl)-4,5-dihydro-1H-imidazole (Example 11, 0.15 g), sodium carbonate (0.27 g), bis(triphenylphosphine)palladium(II) chloride (0.02 g), cyclopropylboronic acid (0.09 g), water (1 ml), and acetonitrile (2 ml) was heated in a microwave oven at 120° C. for 15 min. The title compound was purified with separation methods A and G. (Yield 8 mg).